This data is from the Open Reaction Database (ORD), a public repository of structured organic reaction records. The task is: describe an organic reaction: reactants, conditions, products, and yield The reactants are CC(=O)C1=CC(=CC=C1)[N+](=O)[O-] (3-nitroacetophenone), C(C=CC1=CC=CC=C1)=O (cinnamaldehyde), [OH-].[Na+] (NaOH). Run in C(C)O (ethanol). The product is [N+](=O)([O-])C=1C=C(C=CC1)C(C=CC=CC1=CC=CC=C1)=O (1-(3-nitrophenyl)-5-phenyl-2,4-pentadien-1-one). Yield: 68.6%. Reaction SMILES: [CH3:1][C:2]([C:4]1[CH:9]=[CH:8][CH:7]=[C:6]([N+:10]([O-:12])=[O:11])[CH:5]=1)=[O:3].[CH:13](=O)[CH:14]=[CH:15][C:16]1[CH:21]=[CH:20][CH:19]=[CH:18][CH:17]=1.[OH-].[Na+]>C(O)C>[N+:10]([C:6]1[CH:5]=[C:4]([C:2](=[O:3])[CH:1]=[CH:13][CH:14]=[CH:15][C:16]2[CH:21]=[CH:20][CH:19]=[CH:18][CH:17]=2)[CH:9]=[CH:8][CH:7]=1)([O-:12])=[O:11] |f:2.3|. Procedure details: Using a procedure similar to that described in Example D, 33 g of 3-nitroacetophenone and 26.2 g of cinnamaldehyde in 200 ml of ethanol were condensed in the presence of 10 ml of a 5% strength NaOH solution to give 38 g (71% of theory) of 1-(3-nitrophenyl)-5-phenyl-2,4-pentadien-1-one of melting point 127°-129° C. Reactants: ClC1=NC=NC2=CC(=C(C=C12)OC)OCCCN1CCCC1 (4-chloro-6-methoxy-7-(3-pyrrolidin-1-ylpropoxy)quinazoline), OC1=CC=C2C(=CC(=NC2=C1)C)C (7-hydroxy-2,4-dimethylquinoline), C([O-])([O-])=O.[K+].[K+] (potassium carbonate). The solvent is CN(C)C=O (DMF). Reaction conditions: temperature 90 celsius. The product is CC1=NC2=CC(=CC=C2C(=C1)C)OC1=NC=NC2=CC(=C(C=C12)OC)OCCCN1CCCC1 (4-(2,4-dimethylquinolin-7-yloxy)-6-methoxy-7-(3-pyrrolidin-1-ylpropoxy)quinazoline). Isolated yield 35.2%. RXN SMILES: Cl[C:2]1[C:11]2[C:6](=[CH:7][C:8]([O:14][CH2:15][CH2:16][CH2:17][N:18]3[CH2:22][CH2:21][CH2:20][CH2:19]3)=[C:9]([O:12][CH3:13])[CH:10]=2)[N:5]=[CH:4][N:3]=1.[OH:23][C:24]1[CH:33]=[C:32]2[C:27]([C:28]([CH3:35])=[CH:29][C:30]([CH3:34])=[N:31]2)=[CH:26][CH:25]=1.C(=O)([O-])[O-].[K+].[K+]>CN(C=O)C>[CH3:34][C:30]1[CH:29]=[C:28]([CH3:35])[C:27]2[C:32](=[CH:33][C:24]([O:23][C:2]3[C:11]4[C:6](=[CH:7][C:8]([O:14][CH2:15][CH2:16][CH2:17][N:18]5[CH2:22][CH2:21][CH2:20][CH2:19]5)=[C:9]([O:12][CH3:13])[CH:10]=4)[N:5]=[CH:4][N:3]=3)=[CH:25][CH:26]=2)[N:31]=1 |f:2.3.4|. Reported procedure: A mixture of 4-chloro-6-methoxy-7-(3-pyrrolidin-1-ylpropoxy)quinazoline (100 mg, 0.31 mmol), (prepared as described for the starting material in Example 9), and 7-hydroxy-2,4-dimethylquinoline (64 mg, 0.36 mmol), (Chem. Berichte, 1903, 36, 4016), in DMF (3 ml) containing potassium carbonate (86 mg, 0.62 mmol) was heated at 90° C. for 3 hours. After cooling, the mixture was poured onto a column of silica and eluted with 2.5M ammonia in methanol/methylene chloride (5/95) to give 4-(2,4-dimethylqui... Reactants: FC1=C(C=CC(=C1C(C1=CNC=2N=CN=CC21)O)F)NS(=O)(=O)CCC (propane-1-sulfonic acid 2,4-difluoro-3-[hydroxy-(7H-pyrrolo[2,3-d]pyrimidin-5-yl)-methyl]-phenyl-amide), CC(=O)OI1(C=2C=CC=CC2C(=O)O1)(OC(=O)C)OC(=O)C (Dess-Martin periodinane). The solvent is O1CCCC1 (tetrahydrofuran). Run at time 1 hour. The product is FC1=C(C=CC(=C1C(=O)C1=CNC=2N=CN=CC21)F)NS(=O)(=O)CCC (propane-1-sulfonic acid [2,4-difluoro-3-(7H-pyrrolo[2,3-d]pyrimidine-5-carbonyl)-phenyl]-amide). Yield: 73.8%. As a reaction SMILES: [F:1][C:2]1[C:7]([CH:8]([OH:18])[C:9]2[C:17]3[CH:16]=[N:15][CH:14]=[N:13][C:12]=3[NH:11][CH:10]=2)=[C:6]([F:19])[CH:5]=[CH:4][C:3]=1[NH:20][S:21]([CH2:24][CH2:25][CH3:26])(=[O:23])=[O:22].CC(OI1(OC(C)=O)(OC(C)=O)OC(=O)C2C=CC=CC1=2)=O>O1CCCC1>[F:1][C:2]1[C:7]([C:8]([C:9]2[C:17]3[CH:16]=[N:15][CH:14]=[N:13][C:12]=3[NH:11][CH:10]=2)=[O:18])=[C:6]([F:19])[CH:5]=[CH:4][C:3]=1[NH:20][S:21]([CH2:24][CH2:25][CH3:26])(=[O:23])=[O:22]. Reported procedure: To propane-1-sulfonic acid 2,4-difluoro-3-[hydroxy-(7H-pyrrolo[2,3-d]pyrimidin-5-yl)-methyl]-phenyl-amide (P-0001, 0.150 g, 0.392 mmol), 3 mL of tetrahydrofuran was added, followed by Dess-Martin periodinane (0.166 g, 0.392 mmol). The reaction was allowed to stir at room temperature for 1 hour, then the reaction was extracted with ethyl acetate and 5:1 saturated sodium bicarbonate:saturated sodium thiosulfate. The organic layer was dried with magnesium sulfate, filtered, and the filtrate concent... Starting materials: CC=1N=C(SC1C(CC)O)C1=CC=C(C=C1)C(F)(F)F (1-[4-methyl-2-(4-trifluoromethyl-phenyl)-thiazol-5-yl]-propan-1-ol), suspension, [H-].[Na+] (sodium hydride), resulting mixture, FC(OC1=C(C#N)C=CC(=C1)F)F (2-difluoromethoxy-4-fluoro-benzonitrile), O (water). Run in CN(C=O)C (dimethylformamide), CN(C=O)C (dimethylformamide), CN(C=O)C (dimethylformamide). Reaction conditions: temperature 5 celsius, time 30 minute. Yields the product FC(OC1=C(C#N)C=CC(=C1)OC(CC)C1=C(N=C(S1)C1=CC=C(C=C1)C(F)(F)F)C)F (2-difluoromethoxy-4-{1-[4-methyl-2-(4-trifluoromethyl-phenyl)-thiazol-5-yl]-propoxy}-benzonitrile). Yield: 43.5%. Reaction SMILES: [CH3:1][C:2]1[N:3]=[C:4]([C:11]2[CH:16]=[CH:15][C:14]([C:17]([F:20])([F:19])[F:18])=[CH:13][CH:12]=2)[S:5][C:6]=1[CH:7]([OH:10])[CH2:8][CH3:9].[H-].[Na+].[F:23][CH:24]([F:35])[O:25][C:26]1[CH:33]=[C:32](F)[CH:31]=[CH:30][C:27]=1[C:28]#[N:29].O>CN(C)C=O>[F:23][CH:24]([F:35])[O:25][C:26]1[CH:33]=[C:32]([O:10][CH:7]([C:6]2[S:5][C:4]([C:11]3[CH:16]=[CH:15][C:14]([C:17]([F:20])([F:18])[F:19])=[CH:13][CH:12]=3)=[N:3][C:2]=2[CH3:1])[CH2:8][CH3:9])[CH:31]=[CH:30][C:27]=1[C:28]#[N:29] |f:1.2|. Procedure details: To a solution of 1.7 g of 1-[4-methyl-2-(4-trifluoromethyl-phenyl)-thiazol-5-yl]-propan-1-ol in 4.7 mL of dimethylformamide at 5° C. was added 250 mg of a 55% suspension of sodium hydride in mineral oil. The reaction volume was completed with dimethylformamide to about 8.5 mL. The reaction mixture was stirred for 30 minutes at 5° C. 4.3 mL of the resulting mixture was slowly added to a solution of 450 mg of 2-difluoromethoxy-4-fluoro-benzonitrile in 2 mL of dimethylformamide at 5° C. The resulti... The reactants are CCCCC=P(c1ccccc1)(c1ccccc1)c1ccccc1, C1CCOC1, COc1cc(OC)cc(C2(C=O)CCCC2)c1. Yields the product CCCCC=CC1(c2cc(OC)cc(OC)c2)CCCC1. Reaction SMILES: [CH2:1]([CH2:2][CH2:3][CH3:4])[CH:5]=[P:6]([c:7]1[cH:8][cH:9][cH:10][cH:11][cH:12]1)([c:13]1[cH:14][cH:15][cH:16][cH:17][cH:18]1)[c:19]1[cH:20][cH:21][cH:22][cH:23][cH:24]1.[CH2:42]1[O:43][CH2:44][CH2:45][CH2:46]1.[CH3:25][O:26][c:27]1[cH:28][c:29]([C:35]2([CH:40]=[O:41])[CH2:36][CH2:37][CH2:38][CH2:39]2)[cH:30][c:31]([O:33][CH3:34])[cH:32]1>>[CH2:1]([CH2:2][CH2:3][CH3:4])[CH:5]=[CH:40][C:35]1([c:29]2[cH:28][c:27]([O:26][CH3:25])[cH:32][c:31]([O:33][CH3:34])[cH:30]2)[CH2:36][CH2:37][CH2:38][CH2:39]1. The reactants are CC(C)(C)OC(=O)N1CCCN(c2ccc(Cl)cc2)CC1, ClCCl. Product: Clc1ccc(N2CCCNCC2)cc1. As a reaction SMILES: [C:1]([O:2][C:3](=[O:4])[N:8]1[CH2:9][CH2:10][N:11]([c:15]2[cH:16][cH:17][c:18]([Cl:21])[cH:19][cH:20]2)[CH2:12][CH2:13][CH2:14]1)([CH3:5])([CH3:6])[CH3:7].[CH2:22]([Cl:23])[Cl:24]>>[NH:8]1[CH2:9][CH2:10][N:11]([c:15]2[cH:16][cH:17][c:18]([Cl:21])[cH:19][cH:20]2)[CH2:12][CH2:13][CH2:14]1. The reactants are C(C)(C)(C)OC(=O)NCC1=C(CC=CC1)CC(=O)O (α-[2-(t-butoxycarbonylaminomethyl)-1,4-cyclohexadienyl]-acetic acid), C (charcoal), [H][H] (hydrogen). Reagents/catalysts: [Pd] (palladium). Run in [OH-].[NH4+] (ammonium hydroxide). The product is C(C)(C)(C)OC(=O)NCC1=C(CCCC1)CC(=O)O ([2-(N-t-Butoxycarbonylaminomethyl)-1-cyclohexen-1-yl]-acetic acid). RXN SMILES: [C:1]([O:5][C:6]([NH:8][CH2:9][C:10]1[CH2:15][CH:14]=[CH:13][CH2:12][C:11]=1[CH2:16][C:17]([OH:19])=[O:18])=[O:7])([CH3:4])([CH3:3])[CH3:2].C.[H][H]>[OH-].[NH4+].[Pd]>[C:1]([O:5][C:6]([NH:8][CH2:9][C:10]1[CH2:15][CH2:14][CH2:13][CH2:12][C:11]=1[CH2:16][C:17]([OH:19])=[O:18])=[O:7])([CH3:4])([CH3:2])[CH3:3] |f:3.4|. Procedure: A solution of α-[2-(t-butoxycarbonylaminomethyl)-1,4-cyclohexadienyl]-acetic acid (1.33 g., 5 mmoles) in 3% ammonium hydroxide (10 ml.) was hydrogenated at 40 psi with palladium or charcoal (10%, 0.2 g.). A theoretical amount of hydrogen was taken up in 3 hours. The catalyst was removed and the filtrate was acidified to pH 2 with dil. HCl and extracted with ethyl acetate (2 × 50 ml.). The combined extracts were washed with water (20 ml.), dried with Na2SO4 and evaporated under reduced pressure t... Starting materials: [I-].C[S+](=O)(C)C (trimethylsulfoxonium iodide), [H-].[Na+] (NaH), oil, BrC=1C=C(C=CC1)C(CC(C(F)(F)F)=O)(C)C (4-(3-bromophenyl)-1,1,1-trifluoro-4-methylpentan-2-one), [I-].C[S+](=O)(C)C (trimethylsulfoxonium iodide). The solvent is CS(=O)C (DMSO), CS(=O)C (DMSO), CS(=O)C (DMSO). Run at time 30 minute. Product: BrC=1C=C(C=CC1)C(CC1(OC1)C(F)(F)F)(C)C (2-[2-(3-bromophenyl)-2-methylpropyl]-2-trifluoromethyloxirane). As a reaction SMILES: [Br:1][C:2]1[CH:3]=[C:4]([C:8]([CH3:17])([CH3:16])[CH2:9][C:10](=[O:15])[C:11]([F:14])([F:13])[F:12])[CH:5]=[CH:6][CH:7]=1.[I-].[CH3:19][S+](C)(C)=O.[H-].[Na+]>CS(C)=O>[Br:1][C:2]1[CH:3]=[C:4]([C:8]([CH3:17])([CH3:16])[CH2:9][C:10]2([C:11]([F:13])([F:14])[F:12])[CH2:19][O:15]2)[CH:5]=[CH:6][CH:7]=1 |f:1.2,3.4|. Procedure details: To a solution of 4-(3-bromophenyl)-1,1,1-trifluoro-4-methylpentan-2-one (68 mg, 2.2 mmol) in 2.9 mL of anhydrous DMSO was added over 5 minutes a solution the ylide of trimethylsulfoxonium iodide (3.3 mL of a 0.8M DMSO solution prepared from 2.66 g (12.1 mmol) of trimethylsulfoxonium iodide in 15 mL of anhydrous DMSO and 483 mg of 60% NaH in mineral oil (12.1 mmol) added in portions and aged for 30 minutes). The mixture stirred 2 hours and quenched with water and ethyl acetate. The organic phase ...